This data is from the Open Reaction Database (ORD), a public repository of structured organic reaction records. The task is: describe an organic reaction: reactants, conditions, products, and yield Reactants: CNC(=O)N(CCC(=O)O)c1ccc(C(F)(F)F)cc1, CC(=O)O, O. Product: CN1C(=O)CCN(c2ccc(C(F)(F)F)cc2)C1=O. Reaction SMILES: [CH3:1][NH:2][C:3](=[O:4])[N:5]([CH2:6][CH2:7][C:8](=[O:9])[OH:10])[c:11]1[cH:12][cH:13][c:14]([C:17]([F:18])([F:19])[F:20])[cH:15][cH:16]1.[CH3:21][C:22](=[O:23])[OH:24].[OH2:25]>>[CH3:1][N:2]1[C:3](=[O:4])[N:5]([c:11]2[cH:12][cH:13][c:14]([C:17]([F:18])([F:19])[F:20])[cH:15][cH:16]2)[CH2:6][CH2:7][C:8]1=[O:9]. Starting materials: Cl.CCOCC (HCl ether), C(C)(C)(C)C1=NC2=C(N1CC1CCCCC1)C=CC(=C2)NC(OC)=O (Methyl [2-tert-butyl-1-(cyclohexylmethyl)-1H-benzimidazol-5-yl]carbamate), [H-].[H-].[H-].[H-].[Li+].[Al+3] (LiAlH4). Solvent: C1CCOC1 (THF). Conditions: temperature 0 celsius, time 15 minute. The product is C(C)(C)(C)C1=NC2=C(N1CC1CCCCC1)C=CC(=C2)NC (2-tert-Butyl-1-(cyclohexylmethyl)-N-methyl-1H-benzimidazol-5-amine). As a reaction SMILES: [C:1]([C:5]1[N:9]([CH2:10][CH:11]2[CH2:16][CH2:15][CH2:14][CH2:13][CH2:12]2)[C:8]2[CH:17]=[CH:18][C:19]([NH:21][C:22](=O)OC)=[CH:20][C:7]=2[N:6]=1)([CH3:4])([CH3:3])[CH3:2].Cl.CCOCC.[H-].[H-].[H-].[H-].[Li+].[Al+3]>C1COCC1>[C:1]([C:5]1[N:9]([CH2:10][CH:11]2[CH2:16][CH2:15][CH2:14][CH2:13][CH2:12]2)[C:8]2[CH:17]=[CH:18][C:19]([NH:21][CH3:22])=[CH:20][C:7]=2[N:6]=1)([CH3:4])([CH3:2])[CH3:3] |f:1.2,3.4.5.6.7.8|. Procedure: Methyl [2-tert-butyl-1-(cyclohexylmethyl)-1H-benzimidazol-5-yl]carbamate (650 mg, 1.89 mmol) was dissolved in 20 mL of THF at 0° C. under nitrogen. 1M HCl/ether (2.65 mL, 2.65 mmol) was added dropwise and the solution was stirred at 0° C. for 15 min. LiAlH4 (360 mg, 9.45 mmol) was then slowly added and the solution was stirred at rt overnight. The reaction mixture was quenched at 0° C. by addition of MeOH (5 mL) followed by water (10 mL). The solution was diluted with EtOAc and washed with satur... The reactants are CCCC[N+](CCCC)(CCCC)CCCC, C1CCOC1, C[Si](C)(C)C#Cc1ccc(C23OCC(C4CCC4)(CO2)CO3)cc1, [F-]. Yields the product C#Cc1ccc(C23OCC(C4CCC4)(CO2)CO3)cc1. RXN SMILES: [CH2:26]([N+:27]([CH2:28][CH2:29][CH2:30][CH3:31])([CH2:32][CH2:33][CH2:34][CH3:35])[CH2:36][CH2:37][CH2:38][CH3:39])[CH2:40][CH2:41][CH3:42].[CH2:43]1[O:44][CH2:45][CH2:46][CH2:47]1.[CH:1]1([C:5]23[CH2:6][O:7][C:8]([c:13]4[cH:14][cH:15][c:16]([C:19]#[C:20][Si:21]([CH3:22])([CH3:23])[CH3:24])[cH:17][cH:18]4)([O:9][CH2:10]2)[O:11][CH2:12]3)[CH2:2][CH2:3][CH2:4]1.[F-:25]>>[CH:1]1([C:5]23[CH2:6][O:7][C:8]([c:13]4[cH:14][cH:15][c:16]([C:19]#[CH:20])[cH:17][cH:18]4)([O:9][CH2:10]2)[O:11][CH2:12]3)[CH2:2][CH2:3][CH2:4]1. Run in O (water). Procedure: N-Propargyl-N-(2,2-dimethoxyethyl)amine (9 grams), benzene (100 ml), water (100 ml) and sodium carbonate (8 grams) were charged into a glass reaction vessel equipped with a mechanical stirrer and thermometer. The reaction mixture was cooled to a temperature of 5° to 10° C. and chloroacetyl chloride (5 ml) was added dropwise with stirring. Stirring was then continued until the reaction mixture reached room temperature. After this time the organic phase was separated from the aqueous phase, was wa... Reactants: ClCC(=O)Cl (chloroacetyl chloride), C(C#C)NCC(OC)OC (N-Propargyl-N-(2,2-dimethoxyethyl)amine), C1=CC=CC=C1 (benzene), C([O-])([O-])=O.[Na+].[Na+] (sodium carbonate). As a reaction SMILES: [CH2:1]([NH:4][CH2:5][CH:6]([O:9][CH3:10])[O:7][CH3:8])[C:2]#[CH:3].C1C=CC=CC=1.C(=O)([O-])[O-].[Na+].[Na+].[Cl:23][CH2:24][C:25](Cl)=[O:26]>O>[CH2:1]([N:4]([CH2:5][CH:6]([O:9][CH3:10])[O:7][CH3:8])[C:25](=[O:26])[CH2:24][Cl:23])[C:2]#[CH:3] |f:2.3.4|. Product: C(C#C)N(C(CCl)=O)CC(OC)OC (N-propargyl-N-(2,2-dimethoxyethyl)-α-chloroacetamide). The reactants are C1(=C(C(=CC=C1)N)N)C (2,3-toluenediamine), C(#N)NC(=N)N (cyanoguanidine), [OH-].[Na+] (sodium hydroxide). Product: N(C(=N)N)C=1NC2=C(N1)C=CC=C2C (2-guanidino-4-methylbenzimidazole). The yield is 132.4%. As a reaction SMILES: [C:1]1([CH3:9])[CH:6]=[CH:5][CH:4]=[C:3]([NH2:7])[C:2]=1[NH2:8].[C:10]([NH:12][C:13]([NH2:15])=[NH:14])#N.[OH-].[Na+]>>[NH:12]([C:10]1[NH:8][C:2]2[C:1]([CH3:9])=[CH:6][CH:5]=[CH:4][C:3]=2[N:7]=1)[C:13]([NH2:15])=[NH:14] |f:2.3|. Procedure details: A mixture of 2,3-toluenediamine (12.45g, 0.102 mol)(5N HCl 40. 8ml, 0.204 mol) and cyanoguanidine (8.60g, 0.102 mol) was heated on a steam bath for 1 hour. The hot solution was then basified with 40% sodium hydroxide and allowed to cool. The resulting gummy material which separated was extracted into ether. The combined ether extracts were dried (Na2SO4) and treated with ethereal hydrogen chloride to give a pink precipitate (25.55g) m.p. 213°-222°C. This crude product was recrystallised from eth...